From a dataset of the Open Reaction Database (ORD), a public repository of structured organic reaction records. describe an organic reaction: reactants, conditions, products, and yield Starting materials: aqueous solution, [OH-].[Na+] (sodium hydroxide), N1CCC(CC1)NC(=O)C=1CCOC2=C(C1)C=C(C=C2)C2=CC=C(C=C2)C (N-(4-piperidinyl)-7-(4-methylphenyl)-2,3-dihydro-1-benzooxepine-4-carboxamide), C1(CCCCC1)C=O (cyclohexane carbaldehyde), C(C)(=O)O[BH-](OC(C)=O)OC(C)=O.[Na+] (sodium triacetoxyborohydride). The solvent is ClCCCl (1,2-dichloroethane). Run at time 8 hour. The product is C1(CCCCC1)CN1CCC(CC1)NC(=O)C=1CCOC2=C(C1)C=C(C=C2)C2=CC=C(C=C2)C (N-(1-cyclohexylmethylpiperidin-4-yl)-7-(4-methylphenyl)-2,3-dihydro-1-benzooxepine-4-carboxamide). The yield is 68.5%. RXN SMILES: [NH:1]1[CH2:6][CH2:5][CH:4]([NH:7][C:8]([C:10]2[CH2:11][CH2:12][O:13][C:14]3[CH:20]=[CH:19][C:18]([C:21]4[CH:26]=[CH:25][C:24]([CH3:27])=[CH:23][CH:22]=4)=[CH:17][C:15]=3[CH:16]=2)=[O:9])[CH2:3][CH2:2]1.[CH:28]1([CH:34]=O)[CH2:33][CH2:32][CH2:31][CH2:30][CH2:29]1.C(O[BH-](OC(=O)C)OC(=O)C)(=O)C.[Na+].[OH-].[Na+]>ClCCCl>[CH:28]1([CH2:34][N:1]2[CH2:2][CH2:3][CH:4]([NH:7][C:8]([C:10]3[CH2:11][CH2:12][O:13][C:14]4[CH:20]=[CH:19][C:18]([C:21]5[CH:22]=[CH:23][C:24]([CH3:27])=[CH:25][CH:26]=5)=[CH:17][C:15]=4[CH:16]=3)=[O:9])[CH2:5][CH2:6]2)[CH2:33][CH2:32][CH2:31][CH2:30][CH2:29]1 |f:2.3,4.5|. Procedure details: To N-(4-piperidinyl)-7-(4-methylphenyl)-2,3-dihydro-1-benzooxepine-4-carboxamide (0.15 g) and cyclohexane carbaldehyde (0.056 g) dissolved in 1,2-dichloroethane (10 ml) was added sodium triacetoxyborohydride (0.13 g) under ice cooling, and the resulting mixture was stirred at room temperature overnight under a nitrogen atmosphere. The reaction mixture was neutralized with a 1 N aqueous solution of sodium hydroxide, was then concentrated and was extracted with ethyl acetate. The organic layer was...